Dataset: the Open Reaction Database (ORD), a public repository of structured organic reaction records. Task: describe an organic reaction: reactants, conditions, products, and yield Reactants: COC(C1=CC(=CC=C1)C1=CC(=NC=C1)COC1OCCCC1)=O ((RS)-3-[2-(tetrahydro-pyran-2-yloxymethyl)-pyridin-4-yl]-benzoic acid methyl ester), C(C)(=O)OC(C)(C)C (tert-butyl acetate). The product is C(C)(C)(C)OC(CC(C1=CC(=CC=C1)C1=CC(=NC=C1)COC1OCCCC1)=O)=O ((RS)-3-Oxo-3-{3-[2-(tetrahydro-pyran-2-yloxymethyl)-pyridin-4-yl]-phenyl}-propionic acid tert-butyl ester). Reaction SMILES: CO[C:3](=[O:24])[C:4]1[CH:9]=[CH:8][CH:7]=[C:6]([C:10]2[CH:15]=[CH:14][N:13]=[C:12]([CH2:16][O:17][CH:18]3[CH2:23][CH2:22][CH2:21][CH2:20][O:19]3)[CH:11]=2)[CH:5]=1.[C:25]([O:28][C:29]([CH3:32])([CH3:31])[CH3:30])(=[O:27])[CH3:26]>>[C:29]([O:28][C:25](=[O:27])[CH2:26][C:3](=[O:24])[C:4]1[CH:9]=[CH:8][CH:7]=[C:6]([C:10]2[CH:15]=[CH:14][N:13]=[C:12]([CH2:16][O:17][CH:18]3[CH2:23][CH2:22][CH2:21][CH2:20][O:19]3)[CH:11]=2)[CH:5]=1)([CH3:32])([CH3:31])[CH3:30]. Procedure details: Reaction of (RS)-3-[2-(tetrahydro-pyran-2-yloxymethyl)-pyridin-4-yl]-benzoic acid methyl ester with tert-butyl acetate according to general procedure K (method d; example K8) yielded the title compound as a light yellow oil. The reactants are CCOC(=O)C(=O)Nc1cc2c3c(cccc3c1)C(=O)OC2=O, [K+], O=[N+]([O-])[O-], O=S(=O)(O)O. Product: CCOC(=O)C(=O)Nc1cc2c3c(cccc3c1[N+](=O)[O-])C(=O)OC2=O. RXN SMILES: [C:6](=[O:7])([C:8](=[O:9])[O:10][CH2:11][CH3:12])[NH:13][c:14]1[cH:15][c:16]2[c:17]3[c:18]([cH:19][cH:20][cH:21][c:22]3[cH:23]1)[C:24](=[O:25])[O:26][C:27]2=[O:28].[K+:1].[O-:2][N+:3]([O-:4])=[O:5].[S:29](=[O:30])(=[O:31])([OH:32])[OH:33]>>[O-:2][N+:3](=[O:5])[c:23]1[c:14]([NH:13][C:6](=[O:7])[C:8](=[O:9])[O:10][CH2:11][CH3:12])[cH:15][c:16]2[c:17]3[c:18]([cH:19][cH:20][cH:21][c:22]31)[C:24](=[O:25])[O:26][C:27]2=[O:28]. Reactants: C(C)(C)(C)OC(=O)N1CCC(CC1)OC(=O)C1=CC=C2S(NC3=C4N=CC=CC4=C(C=C3C2=C1)Cl)(=O)=O (12-chloro-6,6-dioxo-5,6-dihydro-6λ*6*-thia-4,5-diaza-chrysene-9-carboxylic acid 1-tert-butoxycarbonyl-piperidin-4-yl ester). Solvent: Cl (HCl), O1CCOCC1 (dioxane). The product is N1CCC(CC1)OC(=O)C1=CC=C2S(NC3=C4N=CC=CC4=C(C=C3C2=C1)Cl)(=O)=O (12-Chloro-6,6-dioxo-5,6-dihydro-6λ*6*-thia-4,5-diaza-chrysene-9-carboxylic acid piperidin-4-yl ester). Isolated yield 50.7%. As a reaction SMILES: C(OC([N:8]1[CH2:13][CH2:12][CH:11]([O:14][C:15]([C:17]2[CH:34]=[C:33]3[C:20]([S:21](=[O:37])(=[O:36])[NH:22][C:23]4[C:32]3=[CH:31][C:30]([Cl:35])=[C:29]3[C:24]=4[N:25]=[CH:26][CH:27]=[CH:28]3)=[CH:19][CH:18]=2)=[O:16])[CH2:10][CH2:9]1)=O)(C)(C)C>Cl.O1CCOCC1>[NH:8]1[CH2:13][CH2:12][CH:11]([O:14][C:15]([C:17]2[CH:34]=[C:33]3[C:20]([S:21](=[O:37])(=[O:36])[NH:22][C:23]4[C:32]3=[CH:31][C:30]([Cl:35])=[C:29]3[C:24]=4[N:25]=[CH:26][CH:27]=[CH:28]3)=[CH:19][CH:18]=2)=[O:16])[CH2:10][CH2:9]1. Procedure details: A solution of 12-chloro-6,6-dioxo-5,6-dihydro-6λ*6*-thia-4,5-diaza-chrysene-9-carboxylic acid 1-tert-butoxycarbonyl-piperidin-4-yl ester 534 (70 mg, 0.12 mmol) in 4M HCl in dioxane (3 ml) was stirred at room temperature for 12 h. The solvent was removed in vacuo and the residue was washed with MeOH to give the title compound (27 mg, 47%). Reactants: Cc1ccc(C#N)cn1, ClCCl, O=C(OO)c1cccc(Cl)c1. Yields the product Cc1ccc(C#N)c[n+]1[O-]. RXN SMILES: [CH3:1][c:2]1[n:3][cH:4][c:5]([C:6]#[N:7])[cH:8][cH:9]1.[Cl:21][CH2:22][Cl:23].[OH:10][O:11][C:12]([c:13]1[cH:14][c:15]([Cl:16])[cH:17][cH:18][cH:19]1)=[O:20]>>[CH3:1][c:2]1[n+:3]([O-:10])[cH:4][c:5]([C:6]#[N:7])[cH:8][cH:9]1. The reactants are [Li]CCCC, CCCCCC, COCC(=O)OC, c1csc(C2OCCO2)n1, C1CCOC1, O. The product is COCC(=O)c1cnc(C2OCCO2)s1. RXN SMILES: [CH2:17]([Li:18])[CH2:19][CH2:20][CH3:21].[CH3:11][CH2:12][CH2:13][CH2:14][CH2:15][CH3:16].[CH3:22][O:23][CH2:24][C:25](=[O:26])[O:27][CH3:28].[O:1]1[CH:2]([c:6]2[s:7][cH:8][cH:9][n:10]2)[O:3][CH2:4][CH2:5]1.[O:30]1[CH2:31][CH2:32][CH2:33][CH2:34]1.[OH2:29]>>[O:1]1[CH:2]([c:6]2[s:7][c:8]([C:25]([CH2:24][O:23][CH3:22])=[O:26])[cH:9][n:10]2)[O:3][CH2:4][CH2:5]1. The reactants are [N-]=[N+]=NCCc1ccccc1, CCCCP(CCCC)CCCC, CC#N, O=[N+]([O-])c1ccc(O)cc1, O=C(O)Cc1ccccc1. Yields the product O=C(Cc1ccccc1)NCCc1ccccc1. Reaction SMILES: [CH2:11]([CH2:12][c:13]1[cH:14][cH:15][cH:16][cH:17][cH:18]1)[N:19]=[N+:20]=[N-:21].[CH2:22]([P:23]([CH2:24][CH2:25][CH2:26][CH3:27])[CH2:28][CH2:29][CH2:30][CH3:31])[CH2:32][CH2:33][CH3:34].[CH3:45][C:46]#[N:47].[N+:35]([c:36]1[cH:37][cH:38][c:39]([OH:40])[cH:41][cH:42]1)([O-:43])=[O:44].[OH:1][C:2](=[O:3])[CH2:4][c:5]1[cH:6][cH:7][cH:8][cH:9][cH:10]1>>[C:2](=[O:3])([CH2:4][c:5]1[cH:6][cH:7][cH:8][cH:9][cH:10]1)[NH:19][CH2:11][CH2:12][c:13]1[cH:14][cH:15][cH:16][cH:17][cH:18]1. Starting materials: COC1=CC2=C(CCC=3C=CN(C23)CCNC(C)=O)C=C1 (N-[2-(4,5-dihydro-8-methoxy-1H-benz[g]indol-1-yl)ethyl]-acetamide), [OH-].[K+] (potassium hydroxide), C(CO)O.O (ethylene glycol water), [Cl-].[Na+] (sodium chloride). Product: C(\C=C\C(=O)O)(=O)O.COC1=CC2=C(CCC=3C=CN(C23)CCN)C=C1 (2-(4,5-dihydro-8-methoxy-1H-benz[g]indol-1-yl)-ethylamine fumarate). The yield is 49.0%. As a reaction SMILES: [CH3:1][O:2][C:3]1[CH:21]=[CH:20][C:6]2[CH2:7][CH2:8][C:9]3[CH:10]=[CH:11][N:12]([CH2:14][CH2:15][NH:16][C:17](=[O:19])[CH3:18])[C:13]=3[C:5]=2[CH:4]=1.[OH-:22].[K+].[Cl-].[Na+].[CH2:26]([OH:29])[CH2:27]O.[OH2:30]>>[C:17]([OH:19])(=[O:30])/[CH:18]=[CH:27]/[C:26]([OH:29])=[O:22].[CH3:1][O:2][C:3]1[CH:21]=[CH:20][C:6]2[CH2:7][CH2:8][C:9]3[CH:10]=[CH:11][N:12]([CH2:14][CH2:15][NH2:16])[C:13]=3[C:5]=2[CH:4]=1 |f:1.2,3.4,5.6,7.8|. Reported procedure: 6.30 g of N-[2-(4,5-dihydro-8-methoxy-1H-benz[g]indol-1-yl)ethyl]-acetamide were heated to 140° for 21 hours under argon in 64 ml of ethylene glycol/water 2:1 in the presence of 7.40 g of potassium hydroxide. The reaction mixture was left to cool and was poured into 250 ml of semi-concentrated sodium chloride solution. The mixture was extracted three times with diethyl ether. The combined extracts were washed once with saturated sodium chloride solution, dried over sodium sulfate, filtered and e... The reactants are C1CCNC1, COC(=O)c1cccc(CBr)c1, [K+], [K+], O=C([O-])[O-], CN(C)C=O. Yields the product COC(=O)c1cccc(CN2CCCC2)c1. As a reaction SMILES: [CH2:13]1[CH2:14][CH2:15][NH:16][CH2:17]1.[CH3:1][O:2][C:3]([c:4]1[cH:5][c:6]([CH2:10][Br:11])[cH:7][cH:8][cH:9]1)=[O:12].[K+:18].[K+:19].[O-:20][C:21]([O-:22])=[O:23].[O:24]=[CH:25][N:26]([CH3:27])[CH3:28]>>[CH3:1][O:2][C:3]([c:4]1[cH:5][c:6]([CH2:10][N:16]2[CH2:15][CH2:14][CH2:13][CH2:17]2)[cH:7][cH:8][cH:9]1)=[O:12]. As a reaction SMILES: [Br:26][CH2:27][CH:28]1[CH2:29][O:30]1.[C:1]([CH3:2])(=[O:3])[NH:4][c:5]1[cH:6][cH:7][c:8]([OH:19])[c:9]([C:10](=[O:11])[CH2:12][CH2:13][C:14](=[O:15])[O:16][CH3:17])[cH:18]1.[C:20](=[O:21])([O-:22])[O-:23].[CH3:31][C:32]([CH2:33][CH3:34])=[O:35].[K+:24].[K+:25]>>[C:1]([CH3:2])(=[O:3])[NH:4][c:5]1[cH:6][cH:7][c:8]([O:19][CH2:27][CH:28]2[CH2:29][O:30]2)[c:9]([C:10](=[O:11])[CH2:12][CH2:13][C:14](=[O:15])[O:16][CH3:17])[cH:18]1. Reactants: BrCC1CO1, COC(=O)CCC(=O)c1cc(NC(C)=O)ccc1O, O=C([O-])[O-], CCC(C)=O, [K+], [K+]. Product: COC(=O)CCC(=O)c1cc(NC(C)=O)ccc1OCC1CO1.